describe an organic reaction: reactants, conditions, products, and yield From a dataset of the Open Reaction Database (ORD), a public repository of structured organic reaction records. The product is CC(C)CN1C[C@@H]2CN(C[C@H](C1)C23CCCCC3)C(C)C.C(C=1C(O)=CC=CC1)(=O)[O-] (bertosamil salicylate). The reactants are CC(C)CN1C[C@@H]2CN(C[C@H](C1)C23CCCCC3)C(C)C (bertosamil), C(C=1C(O)=CC=CC1)(=O)O (salicylic acid). As a reaction SMILES: [CH3:1][CH:2]([CH2:4][N:5]1[CH2:12][C@@H:11]2[C:13]3([CH2:18][CH2:17][CH2:16][CH2:15][CH2:14]3)[C@@H:7]([CH2:8][N:9]([CH:19]([CH3:21])[CH3:20])[CH2:10]2)[CH2:6]1)[CH3:3].[C:22]([OH:31])(=[O:30])[C:23]1[C:24](=[CH:26][CH:27]=[CH:28][CH:29]=1)[OH:25]>C(OCC)C>[CH3:3][CH:2]([CH2:4][N:5]1[CH2:6][C@@H:7]2[C:13]3([CH2:14][CH2:15][CH2:16][CH2:17][CH2:18]3)[C@@H:11]([CH2:10][N:9]([CH:19]([CH3:21])[CH3:20])[CH2:8]2)[CH2:12]1)[CH3:1].[C:22]([O-:31])(=[O:30])[C:23]1[C:24](=[CH:26][CH:27]=[CH:28][CH:29]=1)[OH:25] |f:3.4|. Yield: 91.2%. Run at time 30 minute. The solvent is C(C)OCC (diethyl ether), C(C)OCC (diethyl ether). Procedure: 10.7 g (=0.037 mole) of bertosamil were dissolved in 40 ml of diethyl ether. A solution of 5.12 g (=0.037 mole) of salicylic acid in 30 ml of diethyl ether was added to the solution, and the reaction mixture was stirred for 30 minutes. The resulting precipitate was filtered out of the mother liquor using a suction filter, and dried at 60° C. in a vacuum drying oven. 14.5 g of bertosamil salicylate having a melting range of 118.4 to 119.5 ° C. were obtained. The base:acid ratio determined by titr... Reactants: CCOC(=O)CC(=O)O, [Li]CCCC, C1CCOC1, Cl, Cc1c(F)c(F)c(F)c(F)c1C(=O)Cl, c1ccc(-c2ccccn2)nc1. Yields the product CCOC(=O)CC(=O)c1c(C)c(F)c(F)c(F)c1F. As a reaction SMILES: [CH2:1]([CH3:2])[O:3][C:4]([CH2:5][C:6](=[O:7])[OH:8])=[O:9].[CH2:22]([Li:23])[CH2:24][CH2:25][CH3:26].[CH2:42]1[O:43][CH2:44][CH2:45][CH2:46]1.[ClH:41].[F:27][c:28]1[c:29]([C:30]([Cl:31])=[O:32])[c:33]([CH3:40])[c:34]([F:39])[c:35]([F:38])[c:36]1[F:37].[n:10]1[cH:11][cH:12][cH:13][cH:14][c:15]1-[c:16]1[cH:17][cH:18][cH:19][cH:20][n:21]1>>[CH2:1]([CH3:2])[O:3][C:4]([CH2:5][C:6](=[O:8])[c:29]1[c:28]([F:27])[c:36]([F:37])[c:35]([F:38])[c:34]([F:39])[c:33]1[CH3:40])=[O:9]. Starting materials: OCC(CO)CO (2-(hydroxymethyl)-1,3-propanediol), O1CCC(CC1)=O (tetrahydro-4H-pyran-4-one), C1=CC=CC=C1 (benzene). The reagents and catalysts are O.C1(=CC=C(C=C1)S(=O)(=O)O)C (p-toluenesulfonic acid monohydrate). Run in C(C)N(CC)CC (triethylamine). Run at time 6 hour. The product is O1CC(COC12CCOCC2)CO (1,5,9-trioxaspiro[5.5]undec-3-ylmethanol). Isolated yield 64.9%. Reaction SMILES: [OH:1][CH2:2][CH:3]([CH2:6][OH:7])[CH2:4][OH:5].[O:8]1[CH2:13][CH2:12][C:11](=O)[CH2:10][CH2:9]1.C1C=CC=CC=1>O.C1(C)C=CC(S(O)(=O)=O)=CC=1.C(N(CC)CC)C>[O:1]1[C:11]2([CH2:12][CH2:13][O:8][CH2:9][CH2:10]2)[O:5][CH2:4][CH:3]([CH2:6][OH:7])[CH2:2]1 |f:3.4|. Procedure: A mixture of 2-(hydroxymethyl)-1,3-propanediol (3.3 g, 31.1 mmol), tetrahydro-4H-pyran-4-one (3.12 g, 31.2 mmol), p-toluenesulfonic acid monohydrate (268 mg, 1.41 mmol) and benzene (68.3 ml) was refluxed in a round bottom flask equipped with a cooling tube and Dean-Stark for 6 hours. After cooled to room temperature, triethylamine (1 ml) was added to the reaction mixture and the mixture was concentrated. The residue was purified by silica gel column chromatography (silica gel: 200 g, elution sol... The reactants are FC(C1=CC=C(CBr)C=C1)(F)F (4-(trifluoromethyl)benzyl bromide), BrCC1CC1 ((bromomethyl)cyclopropane), CC1=C(SC(=C1)N1C(NCC1)=O)C(=O)OCC (ethyl 3-methyl-5-(2-oxoimidazolidin-1-yl)thiophene-2-carboxylate). The product is C1(CC1)CN1C(N(CC1)C1=CC(=C(S1)C(=O)OCC)C)=O (ethyl 5-(3-(cyclopropylmethyl)-2-oxoimidazolidin-1-yl)-3-methylthiophene-2-carboxylate). The yield is 80.0%. As a reaction SMILES: FC(F)(F)C1C=CC(CBr)=CC=1.Br[CH2:14][CH:15]1[CH2:17][CH2:16]1.[CH3:18][C:19]1[CH:23]=[C:22]([N:24]2[CH2:28][CH2:27][NH:26][C:25]2=[O:29])[S:21][C:20]=1[C:30]([O:32][CH2:33][CH3:34])=[O:31]>>[CH:17]1([CH2:16][N:26]2[CH2:27][CH2:28][N:24]([C:22]3[S:21][C:20]([C:30]([O:32][CH2:33][CH3:34])=[O:31])=[C:19]([CH3:18])[CH:23]=3)[C:25]2=[O:29])[CH2:15][CH2:14]1. Reported procedure: Following the procedure as described in Example 13, making variations as required to replace 4-(trifluoromethyl)benzyl bromide with (bromomethyl)cyclopropane to react with ethyl 3-methyl-5-(2-oxoimidazolidin-1-yl)thiophene-2-carboxylate, the title compound was obtained as a colorless solid in 80% yield: 1H NMR (300 MHz, CDCl3) δ 6.14 (s, 1H), 4.26 (q, J=7.1 Hz, 2H), 3.87-3.79 (m, 2H), 3.72-3.64 (m, 2H), 3.18 (d, J=7.1 Hz, 2H), 2.49 (s, 3H), 1.33 (t, J=7.1 Hz, 3H), 1.02-0.87 (m, 1H), 0.60-0.52 (m... Starting materials: O=C(CCl)Nc1ccc2cnccc2c1, [I-], [K+], Nc1ccccc1, CN(C)C=O. Yields the product c1ccc2cnccc2c1. As a reaction SMILES: [Cl:1][CH2:2][C:3]([NH:4][c:6]1[cH:7][c:8]2[cH:9][cH:10][n:11][cH:12][c:13]2[cH:14][cH:15]1)=[O:5].[I-:17].[K+:16].[NH2:18][c:19]1[cH:20][cH:21][cH:22][cH:23][cH:24]1.[O:25]=[CH:26][N:27]([CH3:28])[CH3:29]>>[cH:6]1[cH:7][c:8]2[cH:9][cH:10][n:11][cH:12][c:13]2[cH:14][cH:15]1. The reactants are OC1=C(C(=O)OC)C=CC(=C1)C1=CC2=CC(=C(C=C2C=C1)O)C12CC3CC(CC(C1)C3)C2 (methyl 2-hydroxy-4-[7-(1-adamantyl)-6-hydroxy-2-naphthyl]benzoate), ICCCCCC (6-iodohexane). The product is OC1=C(C(=O)OC)C=CC(=C1)C1=CC2=CC(=C(C=C2C=C1)OCCCCCC)C12CC3CC(CC(C1)C3)C2 (methyl 2-hydroxy-4-[7-(1-adamantyl)-6-hexyloxy-2-naphthyl]benzoate). Yield: 54.6%. As a reaction SMILES: [OH:1][C:2]1[CH:11]=[C:10]([C:12]2[CH:21]=[CH:20][C:19]3[C:14](=[CH:15][C:16]([C:23]45[CH2:32][CH:27]6[CH2:28][CH:29]([CH2:31][CH:25]([CH2:26]6)[CH2:24]4)[CH2:30]5)=[C:17]([OH:22])[CH:18]=3)[CH:13]=2)[CH:9]=[CH:8][C:3]=1[C:4]([O:6][CH3:7])=[O:5].I[CH2:34][CH2:35][CH2:36][CH2:37][CH2:38][CH3:39]>>[OH:1][C:2]1[CH:11]=[C:10]([C:12]2[CH:21]=[CH:20][C:19]3[C:14](=[CH:15][C:16]([C:23]45[CH2:24][CH:25]6[CH2:26][CH:27]([CH2:28][CH:29]([CH2:31]6)[CH2:30]4)[CH2:32]5)=[C:17]([O:22][CH2:34][CH2:35][CH2:36][CH2:37][CH2:38][CH3:39])[CH:18]=3)[CH:13]=2)[CH:9]=[CH:8][C:3]=1[C:4]([O:6][CH3:7])=[O:5]. Reported procedure: Following the basic procedure of Example 11, by reacting 430 mg (1 mmol) of methyl 2-hydroxy-4-[7-(1-adamantyl)-6-hydroxy-2-naphthyl]benzoate with 180 μl (1.2 mmol) of 6-iodohexane, 280 mg (55%) of methyl 2-hydroxy-4-[7-(1-adamantyl)-6-hexyloxy-2-naphthyl]benzoate were obtained.